Dataset: the Open Reaction Database (ORD), a public repository of structured organic reaction records. Task: describe an organic reaction: reactants, conditions, products, and yield Starting materials: N (ammonia), Cl.FC1=CC=C(C(O)=N)C=C1 (4-fluorobenzimidate hydrogen chloride). Solvent: C(C)O (ethanol). Conditions: time 1 day. Yields the product Cl.FC1=CC=C(C(=N)N)C=C1 (4-fluorobenzamidine hydrogen chloride). RXN SMILES: [NH3:1].[ClH:2].[F:3][C:4]1[CH:12]=[CH:11][C:7]([C:8](=[NH:10])O)=[CH:6][CH:5]=1>C(O)C>[ClH:2].[F:3][C:4]1[CH:12]=[CH:11][C:7]([C:8]([NH2:1])=[NH:10])=[CH:6][CH:5]=1 |f:1.2,4.5|. Procedure details: 310 cm3 of ethanol saturated with ammonia was added to 83 g (0.41 mol) of 4-fluorobenzimidate hydrogen chloride and stirred at room temperature for one day and night. Approximately half of the ethanol was distilled off and the residue was recrystallized to yield 70 g (0.40 mol) of 4-fluorobenzamidine hydrogen chloride.